From a dataset of the Open Reaction Database (ORD), a public repository of structured organic reaction records. describe an organic reaction: reactants, conditions, products, and yield Reactants: C(OCCl)(OCCCCOC(C=C)=O)=O (Chloromethyl 4-acryloyloxybutyl carbonate), C(C=C)(=O)[O-].[K+] (potassium acrylate). Reagents/catalysts: C1COCCOCCOCCOCCOCCO1 (18-crown-6). The solvent is CN(C=O)C (dimethylformamide). Product: C(OCOC(C=C)=O)(OCCCCOC(C=C)=O)=O (Acryloyloxymethyl 4-Acryloyloxybutyl Carbonate). The yield is 91.1%. As a reaction SMILES: [C:1](=[O:15])([O:5][CH2:6][CH2:7][CH2:8][CH2:9][O:10][C:11](=[O:14])[CH:12]=[CH2:13])[O:2][CH2:3]Cl.[C:16]([O-:20])(=[O:19])[CH:17]=[CH2:18].[K+]>CN(C)C=O.C1OCCOCCOCCOCCOCCOC1>[C:1](=[O:15])([O:5][CH2:6][CH2:7][CH2:8][CH2:9][O:10][C:11](=[O:14])[CH:12]=[CH2:13])[O:2][CH2:3][O:20][C:16](=[O:19])[CH:17]=[CH2:18] |f:1.2|. Procedure details: Chloromethyl 4-acryloyloxybutyl carbonate (1.183 g, 5.00 mmol) prepared as described in Preparation 9 is added to a suspension of freeze dried potassium acrylate (0.606 g, 5.50 mmol) and 18-crown-6 (0.066 g, 0.25 mmol) in dimethylformamide (50 ml) under a dry N2 atmosphere. After 5 days at 20° C. the solvent is removed under reduced pressure and the residue dissolved by adding dichloromethane (60 ml) and water (30 ml). After separating the phases the aqueous layer is extracted with dichlorometha... Reactants: C(C1=CC=CC=C1)(=O)Cl (Benzoyl chloride), C(C1=CC=CC=C1)(=O)Cl (benzoyl chloride), C1OCC2C1CNC2 (hexahydro-1H-furo(3,4-c)pyrrole), C1OCC2C1CNC2 (hexahydro-1H-furo(3,4-c)pyrrole), [OH-].[Na+] (sodium hydroxide). The solvent is O (water). Run at time 2.5 hour. Product: C(C1=CC=CC=C1)(=O)N1CC2C(C1)COC2 (5-benzoyl-hexahydro-1H-furo(3,4-c)pyrrole). As a reaction SMILES: [C:1](Cl)(=[O:8])[C:2]1[CH:7]=[CH:6][CH:5]=[CH:4][CH:3]=1.[CH2:10]1[CH:14]2[CH2:15][NH:16][CH2:17][CH:13]2[CH2:12][O:11]1.[OH-].[Na+]>O>[C:1]([N:16]1[CH2:17][CH:13]2[CH2:12][O:11][CH2:10][CH:14]2[CH2:15]1)(=[O:8])[C:2]1[CH:7]=[CH:6][CH:5]=[CH:4][CH:3]=1 |f:2.3|. Procedure: Benzoyl chloride (14.06 grams, 0.1 mole), Aldrich Chemical Co., Inc., Milwaukee, Wisconsin, was slowly added to a mixture of [compound (X)] hexahydro-1H-furo(3,4-c)pyrrole (11.3 grams, 0.1 mole) and sodium hydroxide (10 grams) in 300 ml of water at 10°C. After the addition of benzoyl chloride, the reaction mixture was stirred at room temperature for 2 to 3 hours and the product was extracted with diethyl ether (4 × 200 ml). Removal of the ether gave the product 5-benzoyl-hexahydro-1H-furo(3,4-c)... The reactants are Cl (HCl), COC(=O)C1=CNC2=CC(=C(C=C12)C=1C(=NC(=CC1)N(C)C)OC)Cl (6-chloro-5-(6-dimethylamino-2-methoxy-pyridin-3-yl)-1H-indole-3-carboxylic acid methyl ester), O1CCCC1 (tetrahydrofuran), [OH-].[Na+] (NaOH). Solvent: C(C)(=O)OCC (ethyl acetate), CO (methanol), CC(=O)C (acetone). Reaction conditions: time 60 hour. Product: ClC1=C(C=C2C(=CNC2=C1)C(=O)O)C=1C(=NC(=CC1)N(C)C)OC (6-chloro-5-[6-(dimethylamino)-2-methoxypyridin-3-yl]-1H-indole-3-carboxylic acid). The yield is 178.0%. RXN SMILES: C[O:2][C:3]([C:5]1[C:13]2[C:8](=[CH:9][C:10]([Cl:25])=[C:11]([C:14]3[C:15]([O:23][CH3:24])=[N:16][C:17]([N:20]([CH3:22])[CH3:21])=[CH:18][CH:19]=3)[CH:12]=2)[NH:7][CH:6]=1)=[O:4].O1CCCC1.[OH-].[Na+].Cl>C(OCC)(=O)C.CC(C)=O.CO>[Cl:25][C:10]1[CH:9]=[C:8]2[C:13]([C:5]([C:3]([OH:4])=[O:2])=[CH:6][NH:7]2)=[CH:12][C:11]=1[C:14]1[C:15]([O:23][CH3:24])=[N:16][C:17]([N:20]([CH3:21])[CH3:22])=[CH:18][CH:19]=1 |f:2.3|. Reported procedure: To a solution of Intermediate 6-chloro-5-(6-dimethylamino-2-methoxy-pyridin-3-yl)-1H-indole-3-carboxylic acid methyl ester (45.0 g, 130 mmol) in 1:1 tetrahydrofuran:methanol (1250 mL) at 50° C. was added 2 N NaOH (1250 mL). After 60 h, the reaction was cooled to <5° C. and with stirring, 6 N HCl (417 mL) was added dropwise until pH 6-7. The solution was divided in half and each was diluted with ethyl acetate (1.5 L) and the layers separated. The aqueous layers were back extracted with ethyl acet... The reactants are Cl (hydrochloric acid), CC1=C(N=C(O1)C1=CC=CC=C1)COC=1C=C2C=CC(=CC2=CC1)CN1C=C(C(=C1)C1=CC=CC=C1)CCC(=O)OCC (ethyl 3-[1-[6-(5-methyl-2-phenyl-4-oxazolylmethoxy)-2-naphthylmethyl]-4-phenyl-3-pyrrolyl]propionate), [OH-].[Na+] (sodium hydroxide), O1CCCC1 (tetrahydrofuran). Run in C(C)O (ethanol). Reaction conditions: time 7 hour. The product is CC1=C(N=C(O1)C1=CC=CC=C1)COC=1C=C2C=CC(=CC2=CC1)CN1C=C(C(=C1)C1=CC=CC=C1)CCC(=O)O (3-[1-[6-(5-methyl-2-phenyl-4-oxazolylmethoxy)-2-naphthylmethyl]-4-phenyl-3-pyrrolyl]propionic acid). Yield: 84.1%. Reaction SMILES: [CH3:1][C:2]1[O:6][C:5]([C:7]2[CH:12]=[CH:11][CH:10]=[CH:9][CH:8]=2)=[N:4][C:3]=1[CH2:13][O:14][C:15]1[CH:16]=[C:17]2[C:22](=[CH:23][CH:24]=1)[CH:21]=[C:20]([CH2:25][N:26]1[CH:30]=[C:29]([C:31]3[CH:36]=[CH:35][CH:34]=[CH:33][CH:32]=3)[C:28]([CH2:37][CH2:38][C:39]([O:41]CC)=[O:40])=[CH:27]1)[CH:19]=[CH:18]2.[OH-].[Na+].O1CCCC1.Cl>C(O)C>[CH3:1][C:2]1[O:6][C:5]([C:7]2[CH:12]=[CH:11][CH:10]=[CH:9][CH:8]=2)=[N:4][C:3]=1[CH2:13][O:14][C:15]1[CH:16]=[C:17]2[C:22](=[CH:23][CH:24]=1)[CH:21]=[C:20]([CH2:25][N:26]1[CH:30]=[C:29]([C:31]3[CH:36]=[CH:35][CH:34]=[CH:33][CH:32]=3)[C:28]([CH2:37][CH2:38][C:39]([OH:41])=[O:40])=[CH:27]1)[CH:19]=[CH:18]2 |f:1.2|. Procedure details: A mixture of ethyl 3-[1-[6-(5-methyl-2-phenyl-4-oxazolylmethoxy)-2-naphthylmethyl]-4-phenyl-3-pyrrolyl]propionate (304 mg), 1N aqueous sodium hydroxide solution (2 ml), tetrahydrofuran (4 ml) and ethanol (4 ml) was stirred at room temperature for 7 hours, and 1N hydrochloric acid (2 ml) was added to the mixture, which was extracted with ethyl acetate. The ethyl acetate layer was washed with saturated aqueous sodium chloride solution, dried (MgSO4), then concentrated. The colorless crystals obtai... Starting materials: C=CCBr, CN(C)C=O, COc1ccc2c(c1)C(=O)NCCC2. The product is C=CCN1CCCc2ccc(OC)cc2C1=O. Reaction SMILES: [CH2:15]([CH:16]=[CH2:17])[Br:18].[CH3:19][N:20]([CH3:21])[CH:22]=[O:23].[CH3:1][O:2][c:3]1[cH:4][c:5]2[c:6]([cH:13][cH:14]1)[CH2:7][CH2:8][CH2:9][NH:10][C:11]2=[O:12]>>[CH3:1][O:2][c:3]1[cH:4][c:5]2[c:6]([cH:13][cH:14]1)[CH2:7][CH2:8][CH2:9][N:10]([CH2:17][CH:16]=[CH2:15])[C:11]2=[O:12]. The reactants are ClCCl, CC(C)(C)OC(=O)N1CC2CN(c3cncc(OCCc4ccc(F)cc4)n3)CC2C1, O=C(O)C(F)(F)F. Yields the product Fc1ccc(CCOc2cncc(N3CC4CNCC4C3)n2)cc1, O=C(O)C(F)(F)F. As a reaction SMILES: [Cl:39][CH2:40][Cl:41].[F:1][c:2]1[cH:3][cH:4][c:5]([CH2:6][CH2:7][O:8][c:9]2[cH:10][n:11][cH:12][c:13]([N:15]3[CH2:16][CH:17]4[CH:18]([CH2:19]3)[CH2:20][N:21]([C:23]([O:24][C:25]([CH3:26])([CH3:27])[CH3:28])=[O:29])[CH2:22]4)[n:14]2)[cH:30][cH:31]1.[F:32][C:33]([C:34](=[O:35])[OH:36])([F:37])[F:38]>>[F:1][c:2]1[cH:3][cH:4][c:5]([CH2:6][CH2:7][O:8][c:9]2[cH:10][n:11][cH:12][c:13]([N:15]3[CH2:16][CH:17]4[CH:18]([CH2:19]3)[CH2:20][NH:21][CH2:22]4)[n:14]2)[cH:30][cH:31]1.[F:32][C:33]([C:34](=[O:35])[OH:36])([F:37])[F:38]. Starting materials: CCCCc1nc2ccc(C(C)O)cc2c(=O)n1Cc1ccc(-c2ccccc2-c2nnnn2C(c2ccccc2)(c2ccccc2)c2ccccc2)cc1, CC(C)=O, Cl, O. The product is CCCCc1nc2ccc(C(C)O)cc2c(=O)n1Cc1ccc(-c2ccccc2-c2nnn[nH]2)cc1. Reaction SMILES: [CH2:1]([CH2:2][CH2:3][CH3:4])[c:5]1[n:6][c:7]2[cH:8][cH:9][c:10]([CH:53]([CH3:54])[OH:55])[cH:11][c:12]2[c:13](=[O:52])[n:14]1[CH2:15][c:16]1[cH:17][cH:18][c:19](-[c:22]2[c:23](-[c:28]3[n:29][n:30][n:31][n:32]3[C:33]([c:34]3[cH:35][cH:36][cH:37][cH:38][cH:39]3)([c:40]3[cH:41][cH:42][cH:43][cH:44][cH:45]3)[c:46]3[cH:47][cH:48][cH:49][cH:50][cH:51]3)[cH:24][cH:25][cH:26][cH:27]2)[cH:20][cH:21]1.[CH3:58][C:59]([CH3:60])=[O:61].[ClH:56].[OH2:57]>>[CH2:1]([CH2:2][CH2:3][CH3:4])[c:5]1[n:6][c:7]2[cH:8][cH:9][c:10]([CH:53]([CH3:54])[OH:55])[cH:11][c:12]2[c:13](=[O:52])[n:14]1[CH2:15][c:16]1[cH:17][cH:18][c:19](-[c:22]2[c:23](-[c:28]3[nH:29][n:30][n:31][n:32]3)[cH:24][cH:25][cH:26][cH:27]2)[cH:20][cH:21]1.